Dataset: the Open Reaction Database (ORD), a public repository of structured organic reaction records. Task: describe an organic reaction: reactants, conditions, products, and yield Starting materials: C(C)OC(C1=CC=C(C=C1)N(C=1C=C(C2=C(C(CO2)(C)C)C1)C(C)C)C)=O (4-[methyl-(3,3-dimethyl-7-isopropyl-2,3-dihydro-benzofuran-5-yl)-amino]-benzoic acid ethyl ester), C(C)OC(C1=CC=C(C=C1)N(C=1C=C(C2=C(C(CO2)(C)C)C1)C(C)C)C)=O (4-[methyl-(3,3-dimethyl-7-isopropyl-2,3-dihydro-benzofuran-5-yl)-amino]-benzoic acid ethyl ester), [OH-].[K+] (potassium hydroxide). Yields the product CN(C1=CC=C(C(=O)O)C=C1)C=1C=C(C2=C(C(CO2)(C)C)C1)C(C)C (4-[Methyl-(3,3-dimethyl-7-isopropyl-2,3-dihydro-benzofuran-5-yl)-amino]-benzoic acid). As a reaction SMILES: C([O:3][C:4](=[O:27])[C:5]1[CH:10]=[CH:9][C:8]([N:11]([CH3:26])[C:12]2[CH:13]=[C:14]([CH:23]([CH3:25])[CH3:24])[C:15]3[O:19][CH2:18][C:17]([CH3:21])([CH3:20])[C:16]=3[CH:22]=2)=[CH:7][CH:6]=1)C.[OH-].[K+]>C(O)C>[CH3:26][N:11]([C:12]1[CH:13]=[C:14]([CH:23]([CH3:25])[CH3:24])[C:15]2[O:19][CH2:18][C:17]([CH3:20])([CH3:21])[C:16]=2[CH:22]=1)[C:8]1[CH:7]=[CH:6][C:5]([C:4]([OH:27])=[O:3])=[CH:10][CH:9]=1 |f:1.2|. Reported procedure: Following general procedure I and using 4-[methyl-(3,3-dimethyl-7-isopropyl-2,3-dihydro-benzofuran-5-yl)-amino]-benzoic acid ethyl ester (Compound 23, 0.03 g, 0.081 mmol) and 2 mL of 5M potassium hydroxide solution in 10 mL of ethanol, the title compound (0.022 g, 79%) was obtained as a white solid. 1H NMR (300 MHz, CDCl3): δ 7.90 (d, 2H, J=9.0 Hz), 6.85 (d, 1H, J=2.2 Hz), 6.78 (d, 1H, J=2.2 Hz), 6.63 (d, 2H, J=9.0 Hz), 4.27 (s, 2H), 3.33 (s, 3H), 3.09 (heptet, 1H, J=6.8 Hz), 1.33 (s, 6H), 1.23 ... The solvent is C(C)O (ethanol). Isolated yield 80.0%. Starting materials: CC(=O)NCC1CN(c2ccc(N3CCC(=CC#N)CC3)cc2)C(=O)O1, C[S+](C)(C)=O, CS(C)=O, CC(C)(C)[O-], [Cl-], [I-], [K+], [NH4+]. Yields the product CC(=O)NCC1CN(c2ccc(N3CCC4(CC3)CC4C#N)cc2)C(=O)O1. RXN SMILES: [C:13](#[N:14])[CH:15]=[C:16]1[CH2:17][CH2:18][N:19]([c:22]2[cH:23][cH:24][c:25]([N:28]3[C:29](=[O:38])[O:30][CH:31]([CH2:33][NH:34][C:35]([CH3:36])=[O:37])[CH2:32]3)[cH:26][cH:27]2)[CH2:20][CH2:21]1.[CH3:2][S+:3]([CH3:4])([CH3:5])=[O:6].[CH3:41][S:42]([CH3:43])=[O:44].[CH3:7][C:8]([CH3:9])([O-:10])[CH3:11].[Cl-:39].[I-:1].[K+:12].[NH4+:40]>>[CH2:7]1[CH:15]([C:13]#[N:14])[C:16]12[CH2:17][CH2:18][N:19]([c:22]1[cH:23][cH:24][c:25]([N:28]3[C:29](=[O:38])[O:30][CH:31]([CH2:33][NH:34][C:35]([CH3:36])=[O:37])[CH2:32]3)[cH:26][cH:27]1)[CH2:20][CH2:21]2.